This data is from the Open Reaction Database (ORD), a public repository of structured organic reaction records. The task is: describe an organic reaction: reactants, conditions, products, and yield Reactants: CC(=O)O[BH-](OC(C)=O)OC(C)=O, Cc1ccc(N2CCNCC2)c(C2CC(C)(C)CC(C)(C)C2)c1, CCOC(C)=O, CCC=O, [Na+], [Na+], C1CCOC1, O=C([O-])O. The product is CCCN1CCN(c2ccc(C)cc2C2CC(C)(C)CC(C)(C)C2)CC1. As a reaction SMILES: [C:28]([O:29][BH-:30]([O:31][C:32](=[O:33])[CH3:34])[O:35][C:36](=[O:37])[CH3:38])(=[O:39])[CH3:40].[CH3:1][c:2]1[cH:3][c:4]([CH:14]2[CH2:15][C:16]([CH3:22])([CH3:23])[CH2:17][C:18]([CH3:20])([CH3:21])[CH2:19]2)[c:5]([N:8]2[CH2:9][CH2:10][NH:11][CH2:12][CH2:13]2)[cH:6][cH:7]1.[CH3:47][CH2:48][O:49][C:50](=[O:51])[CH3:52].[CH:24]([CH2:25][CH3:26])=[O:27].[Na+:41].[Na+:42].[O:53]1[CH2:54][CH2:55][CH2:56][CH2:57]1.[OH:43][C:44](=[O:45])[O-:46]>>[CH3:1][c:2]1[cH:3][c:4]([CH:14]2[CH2:15][C:16]([CH3:22])([CH3:23])[CH2:17][C:18]([CH3:20])([CH3:21])[CH2:19]2)[c:5]([N:8]2[CH2:9][CH2:10][N:11]([CH2:24][CH2:25][CH3:26])[CH2:12][CH2:13]2)[cH:6][cH:7]1. Reactants: ice water, CCOCC (ether), C([O-])([O-])=O.[Na+].[Na+] (sodium carbonate), CN1C(=CC(=C1)C)C(=O)OC (methyl 1,4-dimethylpyrrole-2-carboxylate), P(=O)(Cl)(Cl)Cl (phosphorous oxychloride). The solvent is ClCCCl (1,2-dichloroethane). Conditions: temperature 90 celsius. The product is CN1C(=CC(=C1C=O)C)C(=O)OC (methyl 1,4-dimethyl-5-formylpyrrole-2-carboxylate). Isolated yield 84.0%. RXN SMILES: [CH3:1][N:2]1[CH:6]=[C:5]([CH3:7])[CH:4]=[C:3]1[C:8]([O:10][CH3:11])=[O:9].P(Cl)(Cl)(Cl)=O.C[CH2:18][O:19]CC.C(=O)([O-])[O-].[Na+].[Na+]>ClCCCl>[CH3:1][N:2]1[C:6]([CH:18]=[O:19])=[C:5]([CH3:7])[CH:4]=[C:3]1[C:8]([O:10][CH3:11])=[O:9] |f:3.4.5|. Procedure: A solution of methyl 1,4-dimethylpyrrole-2-carboxylate (2.5 g, 0.016 m) in 20 ml of dried 1,2-dichloroethane was added over two minutes to a stirred mixture of phosphorous oxychloride (2.3 ml) and dried, N,N-dimethylformamide (1.94 ml) in 50 ml of dichloroethane, and the resultant mixture heated at 90° C. (bath temperature) for 45 minutes. The cooled reaction mixture was treated with excess ice-water and ether, 10% aqueous sodium carbonate (50 ml) added, the ether layer removed and the aqueous p... The reactants are Fc1ccc2nc(C(F)(F)F)cc(Cl)c2c1, N, OCCO. The product is Nc1cc(C(F)(F)F)nc2ccc(F)cc12. RXN SMILES: [Cl:1][c:2]1[cH:3][c:4]([C:13]([F:14])([F:15])[F:16])[n:5][c:6]2[cH:7][cH:8][c:9]([F:12])[cH:10][c:11]12.[NH3:17].[OH:18][CH2:19][CH2:20][OH:21]>>[c:2]1([NH2:17])[cH:3][c:4]([C:13]([F:14])([F:15])[F:16])[n:5][c:6]2[cH:7][cH:8][c:9]([F:12])[cH:10][c:11]12. Reactants: C1(CCCCC1)N (cyclohexylamine), C1(=CC=CC=C1)S(=O)(=O)N1C=C(C=2C1=NC=CC2)C2=NC(=NC=C2)Cl (1-benzenesulfonyl-3-(2-chloro-pyrimidin-4-yl)-1H-pyrrolo[2,3-b]pyridine). Yields the product C1(CCCCC1)NC1=NC=CC(=N1)C1=CNC2=NC=CC=C21 (Cyclohexyl-[4-(1H-pyrrolo[2,3-b]pyridin-3-yl)-pyrimidin-2-yl]-amine). Yield: 41.7%. RXN SMILES: [CH:1]1([NH2:7])[CH2:6][CH2:5][CH2:4][CH2:3][CH2:2]1.C1(S([N:17]2[C:21]3=[N:22][CH:23]=[CH:24][CH:25]=[C:20]3[C:19]([C:26]3[CH:31]=[CH:30][N:29]=[C:28](Cl)[N:27]=3)=[CH:18]2)(=O)=O)C=CC=CC=1>>[CH:1]1([NH:7][C:28]2[N:27]=[C:26]([C:19]3[C:20]4[C:21](=[N:22][CH:23]=[CH:24][CH:25]=4)[NH:17][CH:18]=3)[CH:31]=[CH:30][N:29]=2)[CH2:6][CH2:5][CH2:4][CH2:3][CH2:2]1. Procedure: Using the procedure of example 1, cyclohexylamine (88 mg) was reacted with compound 1f (100 mg) to provide compound 13 (33 mg, 42%). 1H NMR (400 MHz, CD3OD) δ 8.91 (d, J=8.4 Hz, 1H), 8.26 (d, J=4.8 Hz, 1H), 8.16 (s, 1H), 8.10 (d, J=5.6 Hz, 1H), 7.22 (dd, J=8.0 Hz, 4.8 Hz, 1H), 6.97 (d, J=5.6 Hz, 1H), 3.86 (m, 1H), 2.13-1.27 (m, 10H). Starting materials: CO, COC(=O)C(Cl)(Cl)C12CC3CC(CC(O)(C3)C1)C2, [Na+], [OH-]. Product: O=C(O)C(Cl)(Cl)C12CC3CC(CC(O)(C3)C1)C2. Reaction SMILES: [CH3:21][OH:22].[CH3:3][O:4][C:5]([C:6]([C:7]12[CH2:8][C:9]3([OH:17])[CH2:10][CH:11]([CH2:12][CH:13]([CH2:14]1)[CH2:15]3)[CH2:16]2)([Cl:18])[Cl:19])=[O:20].[Na+:2].[OH-:1]>>[O:4]=[C:5]([C:6]([C:7]12[CH2:8][C:9]3([OH:17])[CH2:10][CH:11]([CH2:12][CH:13]([CH2:14]1)[CH2:15]3)[CH2:16]2)([Cl:18])[Cl:19])[OH:20]. Isolated yield 90.6%. Procedure details: A solution of 92.4 ml (0.706 moles) of diisopropylamine in 600 ml of tetrahydrofuran was cooled to -35° and 271.1 ml (0.706 moles) of a 2.6M solution of n-butyl lithium in heptane was added slowly. The solution was then cooled to -85° in an ethanol/liquid nitrogen bath and 68.9 g (0.706 moles) of ethyl acetate was added slowly keeping the reaction temperature below -80°. After stirring for 15 minutes, a solution of 125.5 g (0.504 moles) of Boc-phenylalaninal [J. A. Fehrentz and B. Castro, Synthe... Reaction SMILES: C(NC(C)C)(C)C.C([Li])CCC.[C:13]([O:16][CH2:17][CH3:18])(=[O:15])[CH3:14].[C:19]([NH:26][C@H:27]([CH:35]=[O:36])[CH2:28][C:29]1[CH:34]=[CH:33][CH:32]=[CH:31][CH:30]=1)([O:21][C:22]([CH3:25])([CH3:24])[CH3:23])=[O:20].Cl>O1CCCC1.CCCCCCC>[C:22]([O:21][C:19]([NH:26][C@@H:27]([CH2:28][C:29]1[CH:30]=[CH:31][CH:32]=[CH:33][CH:34]=1)[CH:35]([OH:36])[CH2:14][C:13]([O:16][CH2:17][CH3:18])=[O:15])=[O:20])([CH3:25])([CH3:23])[CH3:24]. The product is C(C)(C)(C)OC(=O)N[C@H](C(CC(=O)OCC)O)CC1=CC=CC=C1 (N-(tert.-Butoxycarbonyl)-4(S)-amino-3(R,S)-hydroxy-5-phenylpentanoic Acid. Ethyl Ester). Conditions: time 15 minute. The reactants are C(C)(=O)OCC (ethyl acetate), C(=O)(OC(C)(C)C)N[C@@H](CC1=CC=CC=C1)C=O (Boc-phenylalaninal), C(C)(C)NC(C)C (diisopropylamine), solution, C(CCC)[Li] (n-butyl lithium), Cl (hydrochloric acid). Run in O1CCCC1 (tetrahydrofuran), O1CCCC1 (tetrahydrofuran), CCCCCCC (heptane).